From a dataset of the Open Reaction Database (ORD), a public repository of structured organic reaction records. describe an organic reaction: reactants, conditions, products, and yield Reactants: C=O (formaldehyde), C1(CCCCC1)C=O (cyclohexanecarboxaldehyde), [OH-].[Na+] (sodium hydroxide). Run in CO (Methanol). Conditions: temperature 0 celsius, time 15 minute. Yields the product C(=O)C1(CCCCC1)CO (1-formyl-1-hydroxymethylcyclohexane). Isolated yield 51.0%. Reaction SMILES: [CH2:1]=[O:2].[CH:3]1([CH:9]=[O:10])[CH2:8][CH2:7][CH2:6][CH2:5][CH2:4]1.[OH-].[Na+]>CO>[CH:9]([C:3]1([CH2:1][OH:2])[CH2:8][CH2:7][CH2:6][CH2:5][CH2:4]1)=[O:10] |f:2.3|. Procedure details: Methanol is added to a suspension of 37% formaldehyde solution (69 ml.) and cyclohexanecarboxaldehyde (100 g.; 0.89 mole) to afford a homogeneous solution. The mixture is cooled to 0° C. and a sodium hydroxide solution (1 N; 67 ml.) is added with stirring over the course of 15 minutes. The mixture is allowed to warm to room temperature and is stirred at 25° C. overnight. The solution is then concentrated, diluted with water and extracted with ether. The ether extract is dried, evaporated in vacu...